From a dataset of the Open Reaction Database (ORD), a public repository of structured organic reaction records. describe an organic reaction: reactants, conditions, products, and yield The reactants are N[C@H](C(=O)N(C)C)C1(CC1)O ((2S)-2-amino-2-(1-hydroxycyclopropyl)-N,N-dimethylethanamide), S=C1NC(SC1)=O (4-thioxothiazolidin-2-one). Solvent: C(C)O (ethanol). Conditions: time 8 hour. Yields the product OC1(CC1)[C@@H](C(=O)N(C)C)NC1=NC(SC1)=O ((2S)-2-(1-hydroxycyclopropyl)-N,N-dimethyl-2-[(2-oxo-2,5-dihydro-1,3-thiazol-4-yl)amino]ethanamide). The yield is 13.3%. Reaction SMILES: [NH2:1][C@@H:2]([C:8]1([OH:11])[CH2:10][CH2:9]1)[C:3]([N:5]([CH3:7])[CH3:6])=[O:4].S=[C:13]1[CH2:17][S:16][C:15](=[O:18])[NH:14]1>C(O)C>[OH:11][C:8]1([C@H:2]([NH:1][C:13]2[CH2:17][S:16][C:15](=[O:18])[N:14]=2)[C:3]([N:5]([CH3:7])[CH3:6])=[O:4])[CH2:10][CH2:9]1. Procedure details: To a solution of (2S)-2-amino-2-(1-hydroxycyclopropyl)-N,N-dimethylethanamide (60 mg) in ethanol (1 mL) was added 4-thioxothiazolidin-2-one (51 mg) at room temperature. The reaction mixture was stirred at room temperature overnight, and concentrated under reduced pressure. The residue was purified by silica gel column chromatography (NH, ethyl acetate/hexane) to give the title compound (13 mg). Starting materials: BrC=1C=C(C(=O)O)C=C(C1)I (3-bromo-5-iodobenzoic aicd), CN(C=O)C (N,N-dimethylformamide), C(C(=O)Cl)(=O)Cl (oxalyl chloride). Solvent: ClCCl (dichloromethane). Run at time 1 hour. The product is EtOAc-hexanes, BrC=1C=C(C(=O)OCC2=CC=CC=C2)C=C(C1)I (benzyl 3-bromo-5-iodobenzoate). Reaction SMILES: [Br:1][C:2]1[CH:3]=[C:4]([CH:8]=[C:9]([I:11])[CH:10]=1)[C:5]([OH:7])=O.CN(C)[CH:14]=[O:15].[C:17](Cl)(=O)[C:18](Cl)=O>ClCCl>[Br:1][C:2]1[CH:3]=[C:4]([CH:8]=[C:9]([I:11])[CH:10]=1)[C:5]([O:15][CH2:14][C:18]1[CH:17]=[CH:9][CH:10]=[CH:2][CH:3]=1)=[O:7]. Procedure details: A mixture of 3-bromo-5-iodobenzoic aicd (5.00 g) and N,N-dimethylformamide (0.059 mL) in dichloromethane (50 mL) was added oxalyl chloride (1.47 mL) in an ice bath under a nitrogen atmosphere. After stirring for 1 hour, the volatile was evaporated off. The residue was dissolved in dichloromethane (50 mL), and to the solution was added bensyl alcohol (1.82 g) followe by triethyl amine (3.2 mL) in the ice bath. The mixture was stirred for 2 hours at room temperature. The mixture was partitioned be... The product is COC, Oc1ccc(Oc2ccc(Cl)cc2)cc1. As a reaction SMILES: [Br:1][c:2]1[cH:3][cH:4][c:5]([Cl:8])[cH:6][cH:7]1.[CH3:9][O:10][CH3:11].[Cu:22].[K+:21].[OH-:20].[c:12]1([OH:13])[cH:14][cH:15][c:16]([OH:17])[cH:18][cH:19]1>>[CH3:9][O:10][CH3:11].[c:2]1([O:13][c:12]2[cH:14][cH:15][c:16]([OH:17])[cH:18][cH:19]2)[cH:3][cH:4][c:5]([Cl:8])[cH:6][cH:7]1. Starting materials: Clc1ccc(Br)cc1, COC, [Cu], [K+], [OH-], Oc1ccc(O)cc1. Reactants: [OH-].[Na+] (sodium hydroxide), C(C)(=O)O (acetic acid), [BH4-].[Na+] (Sodium borohydride), OC(CC(CC(=O)OCC)=O)CCC=1C(=C2N(C=CC3=CC=CC=C23)C1C(C)C)C1=CC=CC=C1 (ethyl 5-hydroxy-7-(3-isopropyl-1-phenylpyrrolo[2,1-a]isoquinolin-2-yl)-3-oxoheptanoate). Solvent: O (water), O (water), CO (methanol). Reaction conditions: time 30 minute. Product: OC(CC(=O)O)CC(CCC=1C(=C2N(C=CC3=CC=CC=C23)C1C(C)C)C1=CC=CC=C1)O (3,5-dihydroxy-7-(3-isopropyl-1-phenylpyrrolo[2,1-a]-isoquinolin-2-yl)heptanoic acid). Isolated yield 101.7%. As a reaction SMILES: [BH4-].[Na+].[OH:3][CH:4]([CH2:14][CH2:15][C:16]1[C:17]([C:32]2[CH:37]=[CH:36][CH:35]=[CH:34][CH:33]=2)=[C:18]2[C:27]3[C:22](=[CH:23][CH:24]=[CH:25][CH:26]=3)[CH:21]=[CH:20][N:19]2[C:28]=1[CH:29]([CH3:31])[CH3:30])[CH2:5][C:6](=[O:13])[CH2:7][C:8]([O:10]CC)=[O:9].[OH-].[Na+].C(O)(=O)C>CO.O>[OH:13][CH:6]([CH2:5][CH:4]([OH:3])[CH2:14][CH2:15][C:16]1[C:17]([C:32]2[CH:37]=[CH:36][CH:35]=[CH:34][CH:33]=2)=[C:18]2[C:27]3[C:22](=[CH:23][CH:24]=[CH:25][CH:26]=3)[CH:21]=[CH:20][N:19]2[C:28]=1[CH:29]([CH3:30])[CH3:31])[CH2:7][C:8]([OH:10])=[O:9] |f:0.1,3.4|. Reported procedure: Sodium borohydride (38 mg) was added to a stirred solution of ethyl 5-hydroxy-7-(3-isopropyl-1-phenylpyrrolo[2,1-a]isoquinolin-2-yl)-3-oxoheptanoate (760 mg; prepared as described in Reference Example 3) in methanol (20 ml) at 0° C. under an argon atmosphere. The mixture was stirred at 30 minutes and then a solution of sodium hydroxide (320 mg) in water (8 ml) was added and the mixture was stirred for 1 hour. The mixture was then diluted with water (20 ml) and acidified with glacial acetic acid.... Reactants: Cc1nc(N2CCCC2)c2ccc(Br)cc2n1, Cc1ccccc1, NCC1CC1, c1ccc(P(c2ccccc2)c2ccc3ccccc3c2-c2c(P(c3ccccc3)c3ccccc3)ccc3ccccc23)cc1. Product: Cc1nc(N2CCCC2)c2ccc(NCC3CC3)cc2n1. As a reaction SMILES: [Br:1][c:2]1[cH:3][cH:4][c:5]2[c:6]([N:13]3[CH2:14][CH2:15][CH2:16][CH2:17]3)[n:7][c:8]([CH3:12])[n:9][c:10]2[cH:11]1.[CH3:69][c:70]1[cH:71][cH:72][cH:73][cH:74][cH:75]1.[NH2:64][CH2:65][CH:66]1[CH2:67][CH2:68]1.[cH:18]1[cH:19][cH:20][c:21]([P:22]([c:23]2[cH:24][cH:25][c:26]3[c:27]([cH:28][cH:29][cH:30][cH:31]3)[c:32]2-[c:33]2[c:34]3[c:35]([cH:36][cH:37][cH:38][cH:39]3)[cH:40][cH:41][c:42]2[P:43]([c:44]2[cH:45][cH:46][cH:47][cH:48][cH:49]2)[c:50]2[cH:51][cH:52][cH:53][cH:54][cH:55]2)[c:56]2[cH:57][cH:58][cH:59][cH:60][cH:61]2)[cH:62][cH:63]1>>[c:2]1([NH:64][CH2:65][CH:66]2[CH2:67][CH2:68]2)[cH:3][cH:4][c:5]2[c:6]([N:13]3[CH2:14][CH2:15][CH2:16][CH2:17]3)[n:7][c:8]([CH3:12])[n:9][c:10]2[cH:11]1.